From a dataset of the Open Reaction Database (ORD), a public repository of structured organic reaction records. describe an organic reaction: reactants, conditions, products, and yield RXN SMILES: [CH3:1][O:2][C:3](=[O:24])[C:4]1[CH:9]=[C:8]([N+:10]([O-:12])=[O:11])[C:7](F)=[C:6]([F:14])[C:5]=1[NH:15][C:16]1[CH:21]=[CH:20][C:19]([I:22])=[CH:18][C:17]=1[F:23].O1CCCC1.O.[CH2:31]([NH2:34])[CH:32]=[CH2:33]>CO.C(Cl)Cl>[CH3:1][O:2][C:3](=[O:24])[C:4]1[CH:9]=[C:8]([N+:10]([O-:12])=[O:11])[C:7]([NH:34][CH2:31][CH:32]=[CH2:33])=[C:6]([F:14])[C:5]=1[NH:15][C:16]1[CH:21]=[CH:20][C:19]([I:22])=[CH:18][C:17]=1[F:23]. Reaction conditions: time 30 minute. Run in CO (MeOH), C(Cl)Cl (DCM), CO (methanol). Reported procedure: A suspension of 3,4-difluoro-2-(2-fluoro-4-iodo-phenylamino)-5-nitro-benzoic acid methyl ester (456.0 g, 1.008 mol) in a mixture of methanol (4.5 L), tetrahydrofuran (4.5 L) and water (1.13 L) was treated with allylamine (441.89 ml, 336.25 g, 5.88 mol) and stirred at room temperature for 30 min. (completion of reaction was confirmed by TLC-DCM:MeOH/9:1). The yellow colored suspension was filtered and washed with hexane to remove unreacted allylamine and dried to give the title compound as solid ... The product is COC(C1=C(C(=C(C(=C1)[N+](=O)[O-])NCC=C)F)NC1=C(C=C(C=C1)I)F)=O (4-allylamino-3-fluoro-2-(2-fluoro-4-iodo-phenylamino)-5-nitro-benzoic acid methyl ester). Starting materials: COC(C1=C(C(=C(C(=C1)[N+](=O)[O-])F)F)NC1=C(C=C(C=C1)I)F)=O (3,4-difluoro-2-(2-fluoro-4-iodo-phenylamino)-5-nitro-benzoic acid methyl ester), C(C=C)N (allylamine), O1CCCC1 (tetrahydrofuran), O (water).